Dataset: the Open Reaction Database (ORD), a public repository of structured organic reaction records. Task: describe an organic reaction: reactants, conditions, products, and yield Starting materials: Cl.C1(CCCCC1)NC1=NC(=NC(=C1C)C)NCC1=NC=CC=C1 (N4-cyclohexyl-5,6-dimethyl-N2-(pyridin-2-ylmethyl)pyrimidine-2,4-diamine hydrochloride), C1(=CC=CC=C1)[C@H](C)N ([(1S)-1-phenylethyl]amine). The product is C1(CCCCC1)NC1=NC(=NC(=C1C)C)N[C@@H](C)C1=CC=CC=C1 (N4-cyclohexyl-5,6-dimethyl-N2-[(1S)-1-phenylethyl]pyrimidine-2,4-diamine). RXN SMILES: Cl.[CH:2]1([NH:8][C:9]2[C:14]([CH3:15])=[C:13]([CH3:16])[N:12]=[C:11](NCC3C=CC=CN=3)[N:10]=2)[CH2:7][CH2:6][CH2:5][CH2:4][CH2:3]1.[C:25]1([C@@H:31]([NH2:33])[CH3:32])[CH:30]=[CH:29][CH:28]=[CH:27][CH:26]=1>>[CH:2]1([NH:8][C:9]2[C:14]([CH3:15])=[C:13]([CH3:16])[N:12]=[C:11]([NH:33][C@H:31]([C:25]3[CH:30]=[CH:29][CH:28]=[CH:27][CH:26]=3)[CH3:32])[N:10]=2)[CH2:3][CH2:4][CH2:5][CH2:6][CH2:7]1 |f:0.1|. Procedure details: The titled compound was synthesized according to the general procedure described for preparation of N4-cyclohexyl-5,6-dimethyl-N2-(pyridin-2-ylmethyl)pyrimidine-2,4-diamine (Example 1) using [(1S)-1-phenylethyl]amine instead of (pyridin-2-ylmethyl)amine. The product was purified by column chromatography eluting with mixture of chloroform/ethanol/20% water solution of ammonia (200:10:1), and then the final product was washed with diethyl ether to afford the titled compound as a light-yellow solid... The reactants are [Si](C)(C)(C(C)(C)C)O[C@@H]1C[C@H](N(C1)C(=O)OCC1=CC=C(C=C1)[N+](=O)[O-])COS(=O)(=O)C ((2S,4R)-4-t-butyldimethylsilyloxy-2-methanesulfonyloxymethyl-1-(4-nitrobenzyloxycarbonyl)pyrrolidine), C(C)(=S)[O-].[K+] (potassium thioacetate), ice water. Solvent: CN(C=O)C (N,N-dimethylformamide). Reaction conditions: time 1 hour. The product is C(C)(=O)SC[C@H]1N(C[C@@H](C1)O[Si](C)(C)C(C)(C)C)C(=O)OCC1=CC=C(C=C1)[N+](=O)[O-] ((2S,4R)-2-acetylthiomethyl-4-t-butyldimethylsilyloxy-1-(4nitrobenzyloxycarbonyl)pyrrolidine). The yield is 94.1%. As a reaction SMILES: [Si:1]([O:8][C@H:9]1[CH2:13][N:12]([C:14]([O:16][CH2:17][C:18]2[CH:23]=[CH:22][C:21]([N+:24]([O-:26])=[O:25])=[CH:20][CH:19]=2)=[O:15])[C@H:11]([CH2:27]OS(C)(=O)=O)[CH2:10]1)([C:4]([CH3:7])([CH3:6])[CH3:5])([CH3:3])[CH3:2].[C:33]([O-:36])(=[S:35])[CH3:34].[K+]>CN(C)C=O>[C:33]([S:35][CH2:27][C@@H:11]1[CH2:10][C@@H:9]([O:8][Si:1]([C:4]([CH3:7])([CH3:6])[CH3:5])([CH3:2])[CH3:3])[CH2:13][N:12]1[C:14]([O:16][CH2:17][C:18]1[CH:23]=[CH:22][C:21]([N+:24]([O-:26])=[O:25])=[CH:20][CH:19]=1)=[O:15])(=[O:36])[CH3:34] |f:1.2|. Procedure details: To a solution of (2S,4R)-4-t-butyldimethylsilyloxy-2-methanesulfonyloxymethyl-1-(4-nitrobenzyloxycarbonyl)pyrrolidine (5.21 g) in N,N-dimethylformamide (52 ml) was added potassium thioacetate (1.83 g) and the mixture was stirred at 50°-60° C. for 1 hour. The reaction mixture was poured into ice-water (150 ml) and extracted 3 times with ethyl acetate (50 ml). The extracts were combined, washed with saturated aqueous sodium chloride, dried over anhydrous magnesium sulfate, and concentrated under r... Starting materials: CCOC(C)=O, CN(Cc1cc(-c2ccccc2)n(S(=O)(=O)c2cccc(-c3nnn[nH]3)c2)c1)C(=O)OC(C)(C)C, CO, Cl. Yields the product CNCc1cc(-c2ccccc2)n(S(=O)(=O)c2cccc(-c3nnn[nH]3)c2)c1, Cl. As a reaction SMILES: [C:36]([O:37][CH2:38][CH3:39])(=[O:40])[CH3:41].[CH3:1][N:2]([C:3](=[O:4])[O:5][C:6]([CH3:7])([CH3:8])[CH3:9])[CH2:10][c:11]1[cH:12][n:13]([S:22](=[O:23])(=[O:24])[c:25]2[cH:26][c:27](-[c:31]3[n:32][n:33][n:34][nH:35]3)[cH:28][cH:29][cH:30]2)[c:14](-[c:16]2[cH:17][cH:18][cH:19][cH:20][cH:21]2)[cH:15]1.[CH3:43][OH:44].[ClH:42]>>[CH3:1][NH:2][CH2:10][c:11]1[cH:12][n:13]([S:22](=[O:23])(=[O:24])[c:25]2[cH:26][c:27](-[c:31]3[nH:32][n:33][n:34][n:35]3)[cH:28][cH:29][cH:30]2)[c:14](-[c:16]2[cH:17][cH:18][cH:19][cH:20][cH:21]2)[cH:15]1.[ClH:42].